This data is from the Open Reaction Database (ORD), a public repository of structured organic reaction records. The task is: describe an organic reaction: reactants, conditions, products, and yield Starting materials: ClC1=NC=CC(=C1COC1OCCCC1)F (2-chloro-4-fluoro-3-(tetrahydro-pyran-2-yloxymethyl)-pyridine), BrC=1C=NC=C(C1COC1OCCCC1)Cl (3-bromo-5-chloro-4-(tetrahydro-pyran-2-yloxymethyl)-pyridine), C(=O)([O-])[O-].[Cs+].[Cs+] (Cs2CO3). Run in CO (MeOH). Conditions: time 20 hour. Yields the product ClC1=NC=CC(=C1COC1OCCCC1)OC (2-Chloro-4-methoxy-3-(tetrahydro-pyran-2-yloxymethyl)-pyridine). As a reaction SMILES: [Cl:1][C:2]1[C:7]([CH2:8][O:9][CH:10]2[CH2:15][CH2:14][CH2:13][CH2:12][O:11]2)=[C:6](F)[CH:5]=[CH:4][N:3]=1.BrC1C=NC=C(Cl)C=1[CH2:24][O:25]C1CCCCO1.C([O-])([O-])=O.[Cs+].[Cs+]>CO>[Cl:1][C:2]1[C:7]([CH2:8][O:9][CH:10]2[CH2:15][CH2:14][CH2:13][CH2:12][O:11]2)=[C:6]([O:25][CH3:24])[CH:5]=[CH:4][N:3]=1 |f:2.3.4|. Procedure details: To a stirred solution of 2-chloro-4-fluoro-3-(tetrahydro-pyran-2-yloxymethyl)-pyridine (0.20 g. 0.81 mmol) which was prepared according to the synthesis of 3-bromo-5-chloro-4-(tetrahydro-pyran-2-yloxymethyl)-pyridine in anhydrous MeOH (4 mL) was added Cs2CO3 (0.54 g. 1.6 mmol). After vigorous stirring for 20 h at room temperature acedic acid (92 μL. 1.6 mmol) was added the solvent was removed in vacuo and the residue was partitioned between DCM (20 mL) and water (4 mL). The organic layer was dri... Starting materials: O=S(=O)(Cl)c1c(F)cccc1F, [H-], [Na+], C1CCOC1, O, O=Cc1c[nH]c(-c2ccccc2)n1. Product: O=Cc1cn(S(=O)(=O)c2c(F)cccc2F)c(-c2ccccc2)n1. As a reaction SMILES: [F:16][c:17]1[c:18]([S:24](=[O:25])(=[O:26])[Cl:27])[c:19]([F:23])[cH:20][cH:21][cH:22]1.[H-:14].[Na+:15].[O:29]1[CH2:30][CH2:31][CH2:32][CH2:33]1.[OH2:28].[c:1]1(-[c:7]2[nH:8][cH:9][c:10]([CH:12]=[O:13])[n:11]2)[cH:2][cH:3][cH:4][cH:5][cH:6]1>>[c:1]1(-[c:7]2[n:8]([S:24]([c:18]3[c:17]([F:16])[cH:22][cH:21][cH:20][c:19]3[F:23])(=[O:25])=[O:26])[cH:9][c:10]([CH:12]=[O:13])[n:11]2)[cH:2][cH:3][cH:4][cH:5][cH:6]1. Reactants: CC1=C(C(=CC=2NC(=NC21)SCC2=NC=CC(=C2C)C)C)OC (4,6-dimethyl-5-methoxy-2-[[(3,4-dimethyl-2-pyridinyl)methyl]thio]-1H-benzimidazole), ClC1=CC(=CC=C1)C(=O)OO (m-Chloroperbenzoic acid), [OH-].[Na+] (NaOH). The solvent is C(Cl)Cl (CH2Cl2), O (water). Reaction conditions: temperature -10 celsius, time 5 minute. Yields the product CC1=C(C(=CC=2NC(=NC21)S(=O)CC2=NC=CC(=C2C)C)C)OC (4,6-dimethyl-5-methoxy-2-[[(3,4-dimethyl-2-pyridinyl)methyl]sulfinyl]-1H-benzimidazole). The yield is 32.0%. As a reaction SMILES: ClC1C=CC=C(C(OO)=[O:9])C=1.[CH3:12][C:13]1[C:21]2[N:20]=[C:19]([S:22][CH2:23][C:24]3[C:29]([CH3:30])=[C:28]([CH3:31])[CH:27]=[CH:26][N:25]=3)[NH:18][C:17]=2[CH:16]=[C:15]([CH3:32])[C:14]=1[O:33][CH3:34].[OH-].[Na+]>C(Cl)Cl.O>[CH3:12][C:13]1[C:21]2[N:20]=[C:19]([S:22]([CH2:23][C:24]3[C:29]([CH3:30])=[C:28]([CH3:31])[CH:27]=[CH:26][N:25]=3)=[O:9])[NH:18][C:17]=2[CH:16]=[C:15]([CH3:32])[C:14]=1[O:33][CH3:34] |f:2.3|. Procedure details: m-Chloroperbenzoic acid, 91% (0.53 g, 0.0028 mol) dissolved in CH2Cl2 (25 ml) and cooled to -10° C. was added under stirring to 4,6-dimethyl-5-methoxy-2-[[(3,4-dimethyl-2-pyridinyl)methyl]thio]-1H-benzimidazole (0.91 g, 0.0028 mol) dissolved in CH2CI2 (50 ml) maintaining the temperature at -5° C. Stirring was continued at -5° C. for 5 min and then NaOH (0.34 g, 0.0085 mol) dissolved in water (25 ml) was added under vigorous stirring. The two phases were separated and the aqueous phase was washed... The reactants are Cc1ccc(C)c2[nH]cnc12, [NH4+], [OH-], O=[N+]([O-])O, O=S(=O)(O)O. Yields the product Cc1cc([N+](=O)[O-])c(C)c2[nH]cnc12. Reaction SMILES: [CH3:1][c:2]1[cH:3][cH:4][c:5]([CH3:11])[c:6]2[n:7][cH:8][nH:9][c:10]12.[NH4+:16].[OH-:17].[OH:12][N+:13]([O-:14])=[O:15].[S:18](=[O:19])(=[O:20])([OH:21])[OH:22]>>[CH3:1][c:2]1[cH:3][c:4]([N+:13](=[O:12])[O-:14])[c:5]([CH3:11])[c:6]2[nH:7][cH:8][n:9][c:10]12. Starting materials: CN(C=O)C (N,N-dimethylformamide), BrC=1C=C(C(=O)N[C@H](C)C=2C=NC(=NC2)C)C=C(C1)C1=NC=C(C=C1)C ((R)-3-bromo-5-(5-methylpyridin-2-yl)-N-(1-(2-methylpyrimidin-5-yl)ethyl)benzamide), COCC1=C(C=CC=C1)B(O)O (2-(methoxymethyl)phenylboronic acid), C([O-])([O-])=O.[Cs+].[Cs+] (cesium carbonate), O (Water). The reagents and catalysts are [I-].C(CCC)[N+](CCCC)(CCCC)CCCC (tetra-n-butylammonium iodide). The product is CC1=NC=C(C=N1)[C@@H](C)NC(=O)C=1C=C(C=C(C1)C1=NC=C(C=C1)C)C1=C(C=CC=C1)COC (2′-Methoxymethyl-5-(5-methyl-pyridin-2-yl)-biphenyl-3-carboxylic acid [(R)-1-(2-methyl-pyrimidin-5-yl)-ethyl]-amide). RXN SMILES: Br[C:2]1[CH:3]=[C:4]([CH:17]=[C:18]([C:20]2[CH:25]=[CH:24][C:23]([CH3:26])=[CH:22][N:21]=2)[CH:19]=1)[C:5]([NH:7][C@@H:8]([C:10]1[CH:11]=[N:12][C:13]([CH3:16])=[N:14][CH:15]=1)[CH3:9])=[O:6].[CH3:27][O:28][CH2:29][C:30]1[CH:35]=[CH:34][CH:33]=[CH:32][C:31]=1B(O)O.C(=O)([O-])[O-].[Cs+].[Cs+].O.CN(C)C=O>[I-].C([N+](CCCC)(CCCC)CCCC)CCC>[CH3:16][C:13]1[N:12]=[CH:11][C:10]([C@H:8]([NH:7][C:5]([C:4]2[CH:3]=[C:2]([C:31]3[CH:32]=[CH:33][CH:34]=[CH:35][C:30]=3[CH2:29][O:28][CH3:27])[CH:19]=[C:18]([C:20]3[CH:25]=[CH:24][C:23]([CH3:26])=[CH:22][N:21]=3)[CH:17]=2)=[O:6])[CH3:9])=[CH:15][N:14]=1 |f:2.3.4,7.8|. Reported procedure: In a 5 mL microwave vial, (R)-3-bromo-5-(5-methylpyridin-2-yl)-N-(1-(2-methylpyrimidin-5-yl)ethyl)benzamide (50.00 mg, 0.1216 mmol), 2-(methoxymethyl)phenylboronic acid (40.36 mg, 0.2431 mmol), cesium carbonate (198.0 mg, 0.6078 mmol), tetra-n-butylammonium iodide (44.90 mg, 0.1216 mmol), and POPd (6.100 mg, 0.01216 mmol) were dissolved in Water (0.09 mL, 5 mmol) and N,N-dimethylformamide (0.4 mL, 6 mmol). The reaction mixture was microwaved for 20 mins at 150 degrees. The reaction was purified ... Starting materials: C#Cc1ccc(OC)c(NC(=O)C(F)(F)F)c1, C1CCOC1, Clc1ccnc(Cl)n1, [Cu]I, Cl[Pd]Cl, c1ccc(P(c2ccccc2)c2ccccc2)cc1, c1ccc(P(c2ccccc2)c2ccccc2)cc1. Yields the product COc1ccc(C#Cc2ccnc(Cl)n2)cc1NC(=O)C(F)(F)F. Reaction SMILES: [C:9](#[CH:10])[c:11]1[cH:12][cH:13][c:14]([O:24][CH3:25])[c:15]([NH:17][C:18]([C:19]([F:20])([F:21])[F:22])=[O:23])[cH:16]1.[CH2:26]1[O:27][CH2:28][CH2:29][CH2:30]1.[Cl:1][c:2]1[n:3][cH:4][cH:5][c:6]([Cl:8])[n:7]1.[Cu:72][I:73].[Pd:31]([Cl:32])[Cl:33].[c:34]1([P:35]([c:36]2[cH:37][cH:38][cH:39][cH:40][cH:41]2)[c:42]2[cH:43][cH:44][cH:45][cH:46][cH:47]2)[cH:48][cH:49][cH:50][cH:51][cH:52]1.[c:53]1([P:54]([c:55]2[cH:56][cH:57][cH:58][cH:59][cH:60]2)[c:61]2[cH:62][cH:63][cH:64][cH:65][cH:66]2)[cH:67][cH:68][cH:69][cH:70][cH:71]1>>[Cl:1][c:2]1[n:3][cH:4][cH:5][c:6]([C:10]#[C:9][c:11]2[cH:12][cH:13][c:14]([O:24][CH3:25])[c:15]([NH:17][C:18]([C:19]([F:20])([F:21])[F:22])=[O:23])[cH:16]2)[n:7]1. As a reaction SMILES: [C:1]([CH2:2][CH2:3][C:4](=[O:5])[CH3:6])(=[O:7])[OH:8].[CH2:17]=[CH:18][CH2:19][CH3:20].[CH2:21]=[C:22]([CH3:23])[CH3:24].[CH3:25][CH2:26][CH2:27][CH2:28][CH2:29][CH2:30][CH3:31].[CH:9]([OH:10])=[O:11].[S:12](=[O:13])(=[O:14])([OH:15])[OH:16]>>[C:1]([CH2:2][CH2:3][C:4](=[O:5])[CH3:6])(=[O:7])[O:8][CH2:17][CH2:18][CH2:19][CH3:20]. Product: CCCCOC(=O)CCC(C)=O. Reactants: CC(=O)CCC(=O)O, C=CCC, C=C(C)C, CCCCCCC, O=CO, O=S(=O)(O)O.